This data is from the Open Reaction Database (ORD), a public repository of structured organic reaction records. The task is: describe an organic reaction: reactants, conditions, products, and yield The reactants are CC1(C2CCCC2)Cc2cc(OCC(=O)O)c(Cl)c(Cl)c2C1=O, Cl, O, c1ccncc1. Product: CC1(C2CCCC2)Cc2cc(O)c(Cl)c(Cl)c2C1=O. As a reaction SMILES: [Cl:1][c:2]1[c:3]([O:19][CH2:20][C:21]([OH:22])=[O:23])[cH:4][c:5]2[c:9]([c:10]1[Cl:11])[C:8](=[O:12])[C:7]([CH3:13])([CH:14]1[CH2:15][CH2:16][CH2:17][CH2:18]1)[CH2:6]2.[ClH:24].[OH2:31].[n:25]1[cH:26][cH:27][cH:28][cH:29][cH:30]1>>[Cl:1][c:2]1[c:3]([OH:19])[cH:4][c:5]2[c:9]([c:10]1[Cl:11])[C:8](=[O:12])[C:7]([CH3:13])([CH:14]1[CH2:15][CH2:16][CH2:17][CH2:18]1)[CH2:6]2. Yields the product COC(=O)c1c(CBr)noc1C(C)C. As a reaction SMILES: [C:40]([Br:41])([Br:42])([Br:43])[Br:44].[CH3:1][C:2]([O:3][CH2:6][c:7]1[n:8][o:9][c:10]([CH:16]([CH3:17])[CH3:18])[c:11]1[C:12](=[O:13])[O:14][CH3:15])([CH3:4])[CH3:5].[CH3:67][CH2:68][CH2:69][CH2:70][CH2:71][CH3:72].[Cl:64][CH2:65][Cl:66].[OH:19][C:20]([C:21]([F:22])([F:23])[F:24])=[O:25].[OH:26][CH2:27][c:28]1[c:29]([C:30]([O:31][CH3:32])=[O:33])[c:34]([CH:35]([CH3:36])[CH3:37])[o:38][n:39]1.[c:45]1([P:46]([c:47]2[cH:48][cH:49][cH:50][cH:51][cH:52]2)[c:53]2[cH:54][cH:55][cH:56][cH:57][cH:58]2)[cH:59][cH:60][cH:61][cH:62][cH:63]1>>[CH2:6]([c:7]1[n:8][o:9][c:10]([CH:16]([CH3:17])[CH3:18])[c:11]1[C:12](=[O:13])[O:14][CH3:15])[Br:41]. Starting materials: BrC(Br)(Br)Br, COC(=O)c1c(COC(C)(C)C)noc1C(C)C, CCCCCC, ClCCl, O=C(O)C(F)(F)F, COC(=O)c1c(CO)noc1C(C)C, c1ccc(P(c2ccccc2)c2ccccc2)cc1. Reactants: COC(=O)CC#N, O=C1Nc2cc(Cl)ccc2C1=O. The product is COC(=O)C(C#N)=C1C(=O)Nc2cc(Cl)ccc21. Reaction SMILES: [CH3:13][O:14][C:15](=[O:16])[CH2:17][C:18]#[N:19].[Cl:1][c:2]1[cH:3][cH:4][c:5]2[c:9]([cH:10]1)[NH:8][C:7](=[O:11])[C:6]2=[O:12]>>[Cl:1][c:2]1[cH:3][cH:4][c:5]2[c:9]([cH:10]1)[NH:8][C:7](=[O:11])[C:6]2=[C:17]([C:15]([O:14][CH3:13])=[O:16])[C:18]#[N:19]. Reactants: NC1=C(C(=NN1)NC1=CC(=CC=C1)Cl)C(=O)N (5-amino-3-((3-chlorophenyl)amino)-1H-pyrazole-4-carboxamide), C1(=CC=CC=C1)S(=O)(=O)N1C(=CC=C1)C=O (1-(phenylsulfonyl)-1H-pyrrole-2-carbaldehyde). The reagents and catalysts are N1CCCCC1 (piperidine). The solvent is CCO (EtOH). Yields the product ClC=1C=C(C=CC1)NC1=NNC(=C1C(=O)N)N=CC=1N(C=CC1)S(=O)(=O)C1=CC=CC=C1 (3-((3-chlorophenyl)amino)-5-(((1-(phenylsulfonyl)-1H-pyrrol-2-yl)methylene)amino)-1H-pyrazole-4-carboxamide). Reaction SMILES: [NH2:1][C:2]1[NH:6][N:5]=[C:4]([NH:7][C:8]2[CH:13]=[CH:12][CH:11]=[C:10]([Cl:14])[CH:9]=2)[C:3]=1[C:15]([NH2:17])=[O:16].[C:18]1([S:24]([N:27]2[CH:31]=[CH:30][CH:29]=[C:28]2[CH:32]=O)(=[O:26])=[O:25])[CH:23]=[CH:22][CH:21]=[CH:20][CH:19]=1>CCO.N1CCCCC1>[Cl:14][C:10]1[CH:9]=[C:8]([NH:7][C:4]2[C:3]([C:15]([NH2:17])=[O:16])=[C:2]([N:1]=[CH:32][C:28]3[N:27]([S:24]([C:18]4[CH:23]=[CH:22][CH:21]=[CH:20][CH:19]=4)(=[O:26])=[O:25])[CH:31]=[CH:30][CH:29]=3)[NH:6][N:5]=2)[CH:13]=[CH:12][CH:11]=1. Reported procedure: 5-amino-3-((3-chlorophenyl)amino)-1H-pyrazole-4-carboxamide was then suspended in EtOH and 1-(phenylsulfonyl)-1H-pyrrole-2-carbaldehyde (1 eq.) and piperidine (1 drop) were added. Stirred at reflux until intermediate was absent (HPLC). After reaction was complete (18 hrs) it was brought to room temperature and filtered to obtain product as a yellow powder. Powder was washed with EtOH. Product was allowed to dry under vacuum for 1 hr. Reactants: II, COC=1C=CC(=CC1)C=O (anisaldehyde), C([C@@H]1[C@H]([C@@H]([C@H]([C@H](O1)O[C@]2([C@H]([C@@H]([C@H](O2)CO)O)O)CO)O)O)O)O (sucrose), octyl 2-ethyl acetoacetate, C(C)O (ethanol). Conditions: time 30 minute. Yields the product C(C)[C@@H](C(=O)OCCCCCCCC)[C@H](C)O (octyl (2R,3S)-2-ethyl-3-hydroxybutyrate). As a reaction SMILES: [CH2:1](O)[C@H:2]1O[C@H:6]([O:8][C@:9]2(CO)[O:13][C@H:12](CO)[C@@H:11]([OH:16])[C@@H:10]2O)[C@H:5](O)[C@@H:4](O)[C@@H:3]1O.CO[C:26]1C=CC(C=O)=C[CH:31]=1.[CH2:34](O)[CH3:35]>>[CH2:26]([C@H:10]([C@@H:11]([OH:16])[CH3:12])[C:9]([O:8][CH2:6][CH2:5][CH2:4][CH2:3][CH2:2][CH2:1][CH2:34][CH3:35])=[O:13])[CH3:31]. Procedure details: Twenty grams of bakers' yeast (Sigma Chemical Company, type II) was suspended in an aqueous solution containing 30 grams of sucrose in a conical flask, and the mixture was placed on an orbital shaker (220 rpm) at 30° C. for 30 minutes to initiate fermentation. Two grams of octyl 2-ethyl acetoacetate was dissolved in 2 ml of 95% ethanol, the resulting solution was added to the fermenting yeast, and shaking was resumed. The reaction was followed by TLC (staining with anisaldehyde) to monitor the c... The reactants are CO, [Mg+2], [N-]=[N+]=[N-], [Na+], O=S(=O)([O-])[O-], O, CCCCC1OC1C(=O)NC1CCCCC1O. The product is CCCCC(N=[N+]=[N-])C(O)C(=O)NC1CCCCC1O. Reaction SMILES: [CH3:1][OH:2].[Mg+2:24].[N-:21]=[N+:22]=[N-:23].[Na+:20].[O-:25][S:26](=[O:27])(=[O:28])[O-:29].[OH2:30].[OH:3][CH:4]1[CH:5]([NH:10][C:11](=[O:12])[CH:13]2[O:14][CH:15]2[CH2:16][CH2:17][CH2:18][CH3:19])[CH2:6][CH2:7][CH2:8][CH2:9]1>>[OH:3][CH:4]1[CH:5]([NH:10][C:11](=[O:12])[CH:13]([OH:14])[CH:15]([CH2:16][CH2:17][CH2:18][CH3:19])[N:21]=[N+:22]=[N-:23])[CH2:6][CH2:7][CH2:8][CH2:9]1. Starting materials: C(C1=CC=CC=C1)N1C2CN(CC2(CC1)F)C (2-benzyl-5-fluoro 7-methyl-2,7-diazabicyclo[3.3.0]octane). Reagents/catalysts: [Pd] (palladium). Run in C(C)O (ethanol). The product is FC12CCNC2CN(C1)C (5-Fluoro-7-methyl-2,7-diazabicyclo[3.3.0]octane). Reaction SMILES: C([N:8]1[CH2:15][CH2:14][C:13]2([F:16])[CH:9]1[CH2:10][N:11]([CH3:17])[CH2:12]2)C1C=CC=CC=1>C(O)C.[Pd]>[F:16][C:13]12[CH2:12][N:11]([CH3:17])[CH2:10][CH:9]1[NH:8][CH2:15][CH2:14]2. Reported procedure: 11 g (43.7 mmol, 93% pure) of 2-benzyl-5-fluoro 7-methyl-2,7-diazabicyclo[3.3.0]octane in 100 ml of ethanol are hydrogenated at 100° C. and 100 bar on 2 g of palladium-active carbon (10% Pd). The catalyst is filtered off with suction, the filtrate is concentrated and the residue is distilled.